This data is from the Open Reaction Database (ORD), a public repository of structured organic reaction records. The task is: describe an organic reaction: reactants, conditions, products, and yield Reactants: O1C(CC=C1)C1=CC=C(C(=O)OC)C=C1 (methyl 4-(2,3-dihydrofuran-2-yl)benzoate), BrBr (bromine), NC1=NC(=CC(=N1)N)O (2,4-diamino-6-hydroxypyrimidine), C(C)(=O)[O-].[Na+] (sodium acetate). The solvent is C(C)#N (acetonitrile), O (water), C(C)#N (acetonitrile). Run at temperature -10 celsius, time 15 minute. The product is COC(C1=CC=C(C=C1)C(CN1C=CC2=C1C(=NC(=N2)N)O)O)=O (4-(1-Hydroxy-2-[2-amino-4-hydroxypyrrolopyrimidin-5-y]-ethyl)benzoic acid methyl ester). Yield: 46.9%. Reaction SMILES: [O:1]1C=C[CH2:3][CH:2]1[C:6]1[CH:15]=[CH:14][C:9]([C:10]([O:12][CH3:13])=[O:11])=[CH:8][CH:7]=1.BrBr.[NH2:18][C:19]1[N:24]=[C:23]([NH2:25])[CH:22]=[C:21](O)[N:20]=1.[C:27]([O-:30])(=O)[CH3:28].[Na+]>C(#N)C.O>[CH3:13][O:12][C:10](=[O:11])[C:9]1[CH:8]=[CH:7][C:6]([CH:2]([OH:1])[CH2:3][N:25]2[C:28]3[C:27]([OH:30])=[N:18][C:19]([NH2:24])=[N:20][C:21]=3[CH:22]=[CH:23]2)=[CH:15][CH:14]=1 |f:3.4|. Procedure details: To a vigorously stirred mixture of 2.04 g (10 mmol) of methyl 4-(2,3-dihydrofuran-2-yl)benzoate in 15 mL of acetonitrile and 20 mL of water cooled to -10° C. was added dropwise a solution of 1.60 g (10 mmol) of bromine in 5 mL of acetonitrile. The mixture was stirred for 15 min after addition was complete. There was then added 1.26 g (10 mmol) of 2,4-diamino-6-hydroxypyrimidine and 2.46 g (30 mmol) of sodium acetate and the mixture was heated to about 75° C. for 2 h. After about 20 min the produ... Starting materials: C(#N)C1=CC=C(C=C1)N1CCNCC1 (1-(4-cyanophenyl)-piperazine), [H-].[Na+] (sodium hydride), CN(C=O)C (dimethylformamide), BrCC(=O)[O-] (bromoacetate). Solvent: O (water). The product is C(#N)C1=CC=C(C=C1)N1CCN(CC1)CC(=O)OC (1-(4-Cyanophenyl)-4-(methoxycarbonylmethyl)-piperazine). Reaction SMILES: [C:1]([C:3]1[CH:8]=[CH:7][C:6]([N:9]2[CH2:14][CH2:13][NH:12][CH2:11][CH2:10]2)=[CH:5][CH:4]=1)#[N:2].[H-].[Na+].Br[CH2:18][C:19]([O-:21])=[O:20].[CH3:22]N(C)C=O>O>[C:1]([C:3]1[CH:4]=[CH:5][C:6]([N:9]2[CH2:14][CH2:13][N:12]([CH2:18][C:19]([O:21][CH3:22])=[O:20])[CH2:11][CH2:10]2)=[CH:7][CH:8]=1)#[N:2] |f:1.2|. Procedure: 2 g of 1-(4-cyanophenyl)-piperazine are stirred in 20 ml of dry dimethylformamide at ambient temperature with 0.51 g of a 50% sodium hydride/oil suspension. Whilst cooling in a water bath, 1 ml of bromoacetate is added. Then the mixture is diluted with water and extracted with ethyl acetate. The combined ethyl acetate extracts are dried and the solvent is removed under reduced pressure. The residue remaining is chromatographed with methylene chloride/methanol (98:2) over silica gel. The product ... Reactants: CCCCCCCCOc1cnc(-c2ccc(C(=O)O)cc2F)nc1, O=S(Cl)Cl. The product is [Cl-], CCCCCCCCOc1cnc(-c2ccc(C(=O)O)cc2F)nc1. RXN SMILES: [F:1][c:2]1[cH:3][c:4]([C:5](=[O:6])[OH:7])[cH:8][cH:9][c:10]1-[c:11]1[n:12][cH:13][c:14]([O:17][CH2:18][CH2:19][CH2:20][CH2:21][CH2:22][CH2:23][CH2:24][CH3:25])[cH:15][n:16]1.[S:26]([Cl:27])([Cl:28])=[O:29]>>[Cl-:28].[F:1][c:2]1[cH:3][c:4]([C:5](=[O:6])[OH:7])[cH:8][cH:9][c:10]1-[c:11]1[n:12][cH:13][c:14]([O:17][CH2:18][CH2:19][CH2:20][CH2:21][CH2:22][CH2:23][CH2:24][CH3:25])[cH:15][n:16]1. The reactants are O=C1CSCN1CCCCBr, C1CCOC1, C[Si](C)(C)[N-][Si](C)(C)C, ICCCCCI, [Li+]. The product is O=C1CC2(CCCC2)SCN1CCCCBr. As a reaction SMILES: [Br:1][CH2:2][CH2:3][CH2:4][CH2:5][N:6]1[CH2:7][S:8][CH2:9][C:10]1=[O:11].[CH2:29]1[O:30][CH2:31][CH2:32][CH2:33]1.[CH3:19][Si:20]([N-:21][Si:22]([CH3:23])([CH3:24])[CH3:25])([CH3:26])[CH3:27].[I:12][CH2:13][CH2:14][CH2:15][CH2:16][CH2:17][I:18].[Li+:28]>>[Br:1][CH2:2][CH2:3][CH2:4][CH2:5][N:6]1[CH2:7][S:8][C:13]2([CH2:9][C:10]1=[O:11])[CH2:14][CH2:15][CH2:16][CH2:17]2. Reactants: C1(CCCCN1)=O (valerolactam), [H-].[Na+] (sodium hydride), ClC=1C=C(CBr)C=CC1F (3-chloro-4-fluorobenzylbromide). Solvent: CN1C(CCC1)=O (1-methyl-2-pyrrolidinone), CN1C(CCC1)=O (1-methyl-2-pyrrolidinone). Run at time 30 minute. The product is ClC=1C=C(CN2C(CCCC2)=O)C=CC1F (1-(3-Chloro-4-fluorobenzyl)piperidin-2-one). RXN SMILES: [C:1]1(=[O:7])[NH:6][CH2:5][CH2:4][CH2:3][CH2:2]1.[H-].[Na+].[Cl:10][C:11]1[CH:12]=[C:13]([CH:16]=[CH:17][C:18]=1[F:19])[CH2:14]Br>CN1CCCC1=O>[Cl:10][C:11]1[CH:12]=[C:13]([CH:16]=[CH:17][C:18]=1[F:19])[CH2:14][N:6]1[CH2:5][CH2:4][CH2:3][CH2:2][C:1]1=[O:7] |f:1.2|. Procedure: To a cold (0° C.) solution of valerolactam (153.30 g, 1.54 mol) in anhydrous 1-methyl-2-pyrrolidinone (3.5 L), sodium hydride (67.7 g, 1.69 mol, 60% dispersion in oil) was added over a period of 5 minutes. The reaction mixture was stirred for 30 minutes, and a solution of 3-chloro-4-fluorobenzylbromide (345.5 g, 1.54 mol) in 1-methyl-2-pyrrolidinone (200 mL) was added over 30 minutes at 0° C. The reaction mixture was stirred at 0° C. for 1 hour, and was allowed to warm up and stirred at room tem... Starting materials: NC=1C=C(C(=O)OC)C=CC1 (methyl 3-aminobenzoate), O=C1C(CCC1)C(=O)OC (methyl 2-oxocyclopentanecarboxylate), [O-]S(=O)(=O)[O-].[Mg+2] (MgSO4). Reagents/catalysts: Cl (HCl). Run in CO (MeOH). Conditions: temperature 60 celsius, time 3 hour. Product: O=C1C2=C(NC=3C=CC=C(C13)C(=O)O)CCC2 (9-oxo-2,3,4,9-tetrahydro-1H-cyclopenta[b]quinoline-8-carboxylic acid). As a reaction SMILES: [NH2:1][C:2]1[CH:3]=[C:4]([CH:9]=[CH:10][CH:11]=1)[C:5]([O:7]C)=[O:6].O=[C:13]1[CH2:17][CH2:16][CH2:15][CH:14]1[C:18](OC)=[O:19].[O-]S([O-])(=O)=O.[Mg+2]>CO.Cl>[O:19]=[C:18]1[C:3]2[C:4]([C:5]([OH:7])=[O:6])=[CH:9][CH:10]=[CH:11][C:2]=2[NH:1][C:13]2[CH2:17][CH2:16][CH2:15][C:14]1=2 |f:2.3|. Procedure: To the solution of methyl 3-aminobenzoate (302 mg, 2.0 mmol) and methyl 2-oxocyclopentanecarboxylate (284 mg, 2.0 mmol) in MeOH (10 mL) were added MgSO4 (240 mg) and concentrated HCl (2 drops), the mixture was heated to 60° C. for 4.0 h. After cooling to room temperature, the solvent was evaporated in vacuum. The mixture was filtered and washed with EtOAc (15 mL), the solvent was evaporated and used for the next step without further purification. The crude mixture was dissolved in PPA (4.0 mL), ... Starting materials: FC(C=1C=C(CN(C(=O)C=2C(=NC3=CC=CC=C3C2C2=CC=CC=C2)Cl)C)C=C(C1)C(F)(F)F)(F)F (N-[3,5-Bis(trifluoromethyl)benzyl]-2-chloro-N-methyl-4-phenyl-3-quinolinecarboxamide), CN.CO (MeNH2 methanol). Solvent: C(C)O (ethanol). Run at time 4 hour. The product is FC(C=1C=C(CN(C(=O)C=2C(=NC3=CC=CC=C3C2C2=CC=CC=C2)NC)C)C=C(C1)C(F)(F)F)(F)F (N-[3,5-Bis(trifluoromethyl)benzyl]-N-methyl-2-methylamino-4-phenyl-3-quinolinecarboxamide). Reaction SMILES: [F:1][C:2]([F:36])([F:35])[C:3]1[CH:4]=[C:5]([CH:28]=[C:29]([C:31]([F:34])([F:33])[F:32])[CH:30]=1)[CH2:6][N:7]([CH3:27])[C:8]([C:10]1[C:11](Cl)=[N:12][C:13]2[C:18]([C:19]=1[C:20]1[CH:25]=[CH:24][CH:23]=[CH:22][CH:21]=1)=[CH:17][CH:16]=[CH:15][CH:14]=2)=[O:9].[CH3:37][NH2:38].CO>C(O)C>[F:1][C:2]([F:36])([F:35])[C:3]1[CH:4]=[C:5]([CH:28]=[C:29]([C:31]([F:34])([F:33])[F:32])[CH:30]=1)[CH2:6][N:7]([CH3:27])[C:8]([C:10]1[C:11]([NH:38][CH3:37])=[N:12][C:13]2[C:18]([C:19]=1[C:20]1[CH:25]=[CH:24][CH:23]=[CH:22][CH:21]=1)=[CH:17][CH:16]=[CH:15][CH:14]=2)=[O:9] |f:1.2|. Reported procedure: To a solution of the compound obtained in Example 269 (100 mg) in ethanol (4 ml) was added 40% MeNH2 -methanol (12 ml), and the mixture was stirred for 4 hours with heating under reflux. The solvent was evaporated and the residue was dissolved in ethyl acetate. The solution was washed with water, dried and evaporated to yield the title compound as colorless crystals (65 mg). Reaction SMILES: [CH3:1][O:2][C:3]1[CH:4]=[C:5]([C@@:9]23[CH2:18][C:17](=[O:19])[CH2:16][CH2:15][C@H:14]2[CH2:13][N:12]([CH3:20])[CH2:11][CH2:10]3)[CH:6]=[CH:7][CH:8]=1.[C:21]1([Li])[CH:26]=[CH:25][CH:24]=[CH:23][CH:22]=1>CCOCC.C1COCC1.C1C=CC=CC=1>[NH4+:12].[OH-:2].[CH3:1][O:2][C:3]1[CH:4]=[C:5]([C@@:9]23[CH2:18][C:17]([C:21]4[CH:26]=[CH:25][CH:24]=[CH:23][CH:22]=4)([OH:19])[CH2:16][CH2:15][C@H:14]2[CH2:13][N:12]([CH3:20])[CH2:11][CH2:10]3)[CH:6]=[CH:7][CH:8]=1 |f:5.6|. Reactants: COC=1C=C(C=CC1)[C@@]12CCN(C[C@@H]2CCC(C1)=O)C ((±)-trans-1,2,3,4,4a,5,6,7,8,8a-decahydro4a-(3-methoxyphenyl)-2-methyl-6-isoquinolinone), solution, C1(=CC=CC=C1)[Li] (phenyllithium). Procedure: To a solution of 1.1 g (0.04 mol) of (±)-trans-1,2,3,4,4a,5,6,7,8,8a-decahydro4a-(3-methoxyphenyl)-2-methyl-6-isoquinolinone in 50 ml of Et2O and 50 ml of dry THF, under a nitrogen atmosphere and at 0° C., 10.3 ml (0.02 mol) of a 2.0 M solution of phenyllithium in benzene were added dropwise. The reaction mixture was allowed to warm up to room temperature overnight, then it was quenched with a saturated NH4Cl solution. The aqueous phase was extracted with AcOEt, then the combined organic phases ... Yields the product [NH4+].[OH-] (NH4OH), COC=1C=C(C=CC1)[C@@]12CCN(C[C@@H]2CCC(C1)(O)C1=CC=CC=C1)C ((±)-trans-1,2,3,4,4a,5,6,7,8,8a-Decahydro-4a-(3-methoxyphenyl)-2-methyl-6-phenyl-6-isoquinolinol). Run in CCOCC (Et2O), C1CCOC1 (THF), C1=CC=CC=C1 (benzene). Starting materials: O=C([O-])[O-], O=C(O)C(F)(F)F, FC(F)(F)c1ccc(CBr)cc1, O=C(O)C(F)(F)F, [K+], [K+], Nc1nc(N)c2nc(CN3CCNCC3)nnc2n1, CN(C)C=O. The product is Nc1nc(N)c2nc(CN3CCN(Cc4ccc(C(F)(F)F)cc4)CC3)nnc2n1. RXN SMILES: [C:39](=[O:40])([O-:41])[O-:42].[F:20][C:21]([F:22])([F:23])[C:24]([OH:25])=[O:26].[F:27][C:28]([c:29]1[cH:30][cH:31][c:32]([CH2:33][Br:34])[cH:35][cH:36]1)([F:37])[F:38].[F:45][C:46]([F:47])([F:48])[C:49]([OH:50])=[O:51].[K+:43].[K+:44].[N:1]1([CH2:7][c:8]2[n:9][n:10][c:11]3[c:12]([n:13]2)[c:14]([NH2:19])[n:15][c:16]([NH2:18])[n:17]3)[CH2:2][CH2:3][NH:4][CH2:5][CH2:6]1.[O:52]=[CH:53][N:54]([CH3:55])[CH3:56]>>[N:1]1([CH2:7][c:8]2[n:9][n:10][c:11]3[c:12]([n:13]2)[c:14]([NH2:19])[n:15][c:16]([NH2:18])[n:17]3)[CH2:2][CH2:3][N:4]([CH2:33][c:32]2[cH:31][cH:30][c:29]([C:28]([F:27])([F:37])[F:38])[cH:36][cH:35]2)[CH2:5][CH2:6]1.